Dataset: the Open Reaction Database (ORD), a public repository of structured organic reaction records. Task: describe an organic reaction: reactants, conditions, products, and yield Starting materials: FC=1C(=CC=C2C(C=C(NC12)C(=O)OC)=O)C (Methyl 8-fluoro-7-methyl-4-oxo-1,4-dihydroquinoline-2-carboxylate), O=P(Cl)(Cl)Cl (POCl3). The product is ClC1=CC(=NC2=C(C(=CC=C12)C)F)C(=O)OC (Methyl 4-chloro-8-fluoro-7-methylquinoline-2-carboxylate). Yield: 75.0%. As a reaction SMILES: [F:1][C:2]1[C:3]([CH3:17])=[CH:4][CH:5]=[C:6]2[C:11]=1[NH:10][C:9]([C:12]([O:14][CH3:15])=[O:13])=[CH:8][C:7]2=O.O=P(Cl)(Cl)[Cl:20]>>[Cl:20][C:7]1[C:6]2[C:11](=[C:2]([F:1])[C:3]([CH3:17])=[CH:4][CH:5]=2)[N:10]=[C:9]([C:12]([O:14][CH3:15])=[O:13])[CH:8]=1. Procedure: Methyl 8-fluoro-7-methyl-4-oxo-1,4-dihydroquinoline-2-carboxylate (7-7, 1.23 g, 5.23 mmol) in POCl3 (11 ml) was heated at 100° C. for 1 hour. The excess POCl3 was removed in vacuo. The resulting residue was triturated with ether, then filtered and washed with ether till no brown color remained in the ether. The remaining solid was Methyl 4-chloro-8-fluoro-7-methylquinoline-2-carboxylate (7-8, 993 mg, 75% yield) 100% pure by LCMS, LRMS m/z (M+H)+ 254.0 found, 254.1 required. Reactants: ClC1=C(C=CC(=C1)B1OC(C(O1)(C)C)(C)C)C(C)O (1-(2-chloro-4-(4,4,5,5-tetramethyl-1,3,2-dioxaborolan-2-yl)phenyl)ethanol), ClC=1C=CC=2N(N1)C(=NN2)CNC2=CC=NC1=CC(=CN=C21)OC (N-((6-chloro-[1,2,4]triazolo[4,3-b]pyridazin-3-yl)methyl)-7-methoxy-1,5-naphthyridin-4-amine), C([O-])([O-])=O.[Cs+].[Cs+] (cesium carbonate). Reagents/catalysts: C1=CC=C(C=C1)[PH+](C2=CC=CC=C2)[C]3[CH][CH][CH][CH]3.C1=CC=C(C=C1)[PH+](C2=CC=CC=C2)[C]3[CH][CH][CH][CH]3.C(Cl)Cl.Cl[Pd]Cl.[Fe] (dichloro[1,1′bis(diphenylphoshino)ferrocene]palladium(ii)dichloromethane adduct). Run in O1CCOCC1 (dioxane), O (water). Reaction conditions: temperature 100 celsius. The product is ClC1=C(C=CC(=C1)C=1C=CC=2N(N1)C(=NN2)CNC2=CC=NC1=CC(=CN=C21)OC)C(C)O (1-(2-chloro-4-(3-((7-methoxy-1,5-naphthyridin-4-ylamino)methyl)-[1,2,4]triazolo[4,3-b]pyridazin-6-yl)phenyl)ethanol). As a reaction SMILES: [Cl:1][C:2]1[CH:7]=[C:6](B2OC(C)(C)C(C)(C)O2)[CH:5]=[CH:4][C:3]=1[CH:17]([OH:19])[CH3:18].Cl[C:21]1[CH:22]=[CH:23][C:24]2[N:25]([C:27]([CH2:30][NH:31][C:32]3[C:41]4[C:36](=[CH:37][C:38]([O:42][CH3:43])=[CH:39][N:40]=4)[N:35]=[CH:34][CH:33]=3)=[N:28][N:29]=2)[N:26]=1.C(=O)([O-])[O-].[Cs+].[Cs+]>O1CCOCC1.O.C1C=CC([PH+]([C]2[CH][CH][CH][CH]2)C2C=CC=CC=2)=CC=1.C1C=CC([PH+]([C]2[CH][CH][CH][CH]2)C2C=CC=CC=2)=CC=1.C(Cl)Cl.Cl[Pd]Cl.[Fe]>[Cl:1][C:2]1[CH:7]=[C:6]([C:21]2[CH:22]=[CH:23][C:24]3[N:25]([C:27]([CH2:30][NH:31][C:32]4[C:41]5[C:36](=[CH:37][C:38]([O:42][CH3:43])=[CH:39][N:40]=5)[N:35]=[CH:34][CH:33]=4)=[N:28][N:29]=3)[N:26]=2)[CH:5]=[CH:4][C:3]=1[CH:17]([OH:19])[CH3:18] |f:2.3.4,7.8.9.10.11,^1:61,62,63,64,65,79,80,81,82,83|. Procedure details: A suspension of 1-(2-chloro-4-(4,4,5,5-tetramethyl-1,3,2-dioxaborolan-2-yl)phenyl)ethanol (228 mg, 807 μmol), N-((6-chloro-[1,2,4]triazolo[4,3-b]pyridazin-3-yl)methyl)-7-methoxy-1,5-naphthyridin-4-amine (197 mg, 576 μmol), dichloro[1,1′bis(diphenylphoshino)ferrocene]palladium(ii)dichloromethane adduct (127 mg, 173 μmol), cesium carbonate (751 mg, 2306 μmol) in dioxane (3 mL) and water (0.6 mL) was sparged with argon for 5 min then heated to 100° C. for 6 h. Reaction cooled then partitioned betwe... The reactants are [Al+3], COCC(C)Oc1cc(Oc2ccc(S(C)(=O)=O)nc2)cc(-c2ccc(C3=NC(C(=O)OC)CO3)[nH]2)c1, CCOC(C)=O, [H-], [H-], [H-], [H-], [Li+], [Na+], C1CCOC1, [OH-], O. The product is COCC(C)Oc1cc(Oc2ccc(S(C)(=O)=O)nc2)cc(-c2ccc(C3=NC(CO)CO3)[nH]2)c1. RXN SMILES: [Al+3:39].[CH3:1][O:2][CH2:3][CH:4]([O:5][c:6]1[cH:7][c:8](-[c:23]2[cH:24][cH:25][c:26]([C:28]3=[N:32][CH:31]([C:33](=[O:34])[O:35][CH3:36])[CH2:30][O:29]3)[nH:27]2)[cH:9][c:10]([O:12][c:13]2[cH:14][n:15][c:16]([S:19](=[O:20])(=[O:21])[CH3:22])[cH:17][cH:18]2)[cH:11]1)[CH3:37].[CH3:52][CH2:53][O:54][C:55](=[O:56])[CH3:57].[H-:38].[H-:41].[H-:42].[H-:43].[Li+:40].[Na+:46].[O:47]1[CH2:48][CH2:49][CH2:50][CH2:51]1.[OH-:45].[OH2:44]>>[CH3:1][O:2][CH2:3][CH:4]([O:5][c:6]1[cH:7][c:8](-[c:23]2[cH:24][cH:25][c:26]([C:28]3=[N:32][CH:31]([CH2:33][OH:34])[CH2:30][O:29]3)[nH:27]2)[cH:9][c:10]([O:12][c:13]2[cH:14][n:15][c:16]([S:19](=[O:20])(=[O:21])[CH3:22])[cH:17][cH:18]2)[cH:11]1)[CH3:37]. Reactants: C(C=C)OC1=C(C=C(C=C1)O)N1C(C2=CC=CC=C2C1=O)=O (2-[2-(allyloxy)-5-hydroxyphenyl]-1H-isoindole-1,3(2 H)-dione), ICC (iodoethane), C(=O)([O-])[O-].[K+].[K+] (K2CO3). Run in CC(=O)C (acetone). The product is C(C=C)OC1=C(C=C(C=C1)OCC)N1C(C2=CC=CC=C2C1=O)=O (2-[2-(allyloxy)-5-ethoxyphenyl]-1H-isoindole-1,3(2 H)-dione). RXN SMILES: [CH2:1]([O:4][C:5]1[CH:10]=[CH:9][C:8]([OH:11])=[CH:7][C:6]=1[N:12]1[C:20](=[O:21])[C:19]2[C:14](=[CH:15][CH:16]=[CH:17][CH:18]=2)[C:13]1=[O:22])[CH:2]=[CH2:3].I[CH2:24][CH3:25].C([O-])([O-])=O.[K+].[K+]>CC(C)=O>[CH2:1]([O:4][C:5]1[CH:10]=[CH:9][C:8]([O:11][CH2:24][CH3:25])=[CH:7][C:6]=1[N:12]1[C:13](=[O:22])[C:14]2[C:19](=[CH:18][CH:17]=[CH:16][CH:15]=2)[C:20]1=[O:21])[CH:2]=[CH2:3] |f:2.3.4|. Procedure: A mixture of Example 84A (0.63 g, 2.13 mmol), iodoethane (0.68 mL, 8.52 mmol) and K2CO3 (1.47 g, 10.65 mmol) in acetone (50 mL) were stirred, and refluxed for 3 hours, and cooled. The solution was filtered, and dried with silica gel powder (10 g). 15% Ethyl acetate in hexanes (1 L) and 20% ethyl acetate in hexanes (1 L) were used to run flash chromatography. The title compound was obtained (320 mg, 46%). MS (DCI) m/z 324.07 (M+H)+; 1H NMR (300 MHz, CDCl3) δ ppm 1.39 (t, J=7.12 Hz, 3 H) 4.00 (q, ... Starting materials: compound, ClC1=NC=NC2=CC=C(C=C12)O (4-chloro-6-hydroxy-quinazoline), ClC1=C(C=CC=C1Cl)S(=O)(=O)N(C)C (2,3-dichloro-N,N-dimethyl-benzenesulfonamide), NC1=NC(=NS1)C (5-amino-3-methyl-[1,2,4]thiadiazole). Yields the product ClC=1C(=C(C=CC1)S(=O)(=O)N(C)C)OC=1C=C2C(=NC=NC2=CC1)NC1=NC(=NS1)C (3-Chloro-N,N-dimethyl-2-({4-[(3-methyl-[1,2,4]-thiadiazol-5-yl)amino]quinazolin-6-yl}oxy)benzenesulfon-amide). Reaction SMILES: Cl[C:2]1[C:7]([Cl:8])=[CH:6][CH:5]=[CH:4][C:3]=1[S:9]([N:12]([CH3:14])[CH3:13])(=[O:11])=[O:10].[NH2:15][C:16]1[S:20][N:19]=[C:18]([CH3:21])[N:17]=1.Cl[C:23]1[C:32]2[C:27](=[CH:28][CH:29]=[C:30]([OH:33])[CH:31]=2)[N:26]=[CH:25][N:24]=1>>[Cl:8][C:7]1[C:2]([O:33][C:30]2[CH:31]=[C:32]3[C:27](=[CH:28][CH:29]=2)[N:26]=[CH:25][N:24]=[C:23]3[NH:15][C:16]2[S:20][N:19]=[C:18]([CH3:21])[N:17]=2)=[C:3]([S:9]([N:12]([CH3:14])[CH3:13])(=[O:11])=[O:10])[CH:4]=[CH:5][CH:6]=1. Procedure: The compound of Example 136 was manufactured by the same method as in Example 95, by a similar method thereto or by a combination of such a method with a conventional method using 2,3-dichloro-N,N-dimethyl-benzenesulfonamide, 5-amino-3-methyl-[1,2,4]thiadiazole and 4-chloro-6-hydroxy-quinazoline. Reactants: ClC1=CC=C(N=N1)C(=O)N1CCN(CC1)C1=NC=C(C=C1C)C ((6-chloropyridazin-3-yl)[4-(3,5-dimethylpyridin-2-yl)piperazin-1-yl]methanone), CC1(CNC(O1)=O)C (5,5-dimethyloxazolidin-2-one). The product is CC=1C(=NC=C(C1)C)N1CCN(CC1)C(=O)C1=CC=C(N=N1)N1C(OC(C1)(C)C)=O (3-{6-[4-(3,5-dimethylpyridin-2-yl)piperazine-1-carbonyl]pyridazin-3-yl}-5,5-dimethyloxazolidin-2-one). The yield is 43.7%. Reaction SMILES: Cl[C:2]1[N:7]=[N:6][C:5]([C:8]([N:10]2[CH2:15][CH2:14][N:13]([C:16]3[C:21]([CH3:22])=[CH:20][C:19]([CH3:23])=[CH:18][N:17]=3)[CH2:12][CH2:11]2)=[O:9])=[CH:4][CH:3]=1.[CH3:24][C:25]1([CH3:31])[O:29][C:28](=[O:30])[NH:27][CH2:26]1>>[CH3:22][C:21]1[C:16]([N:13]2[CH2:14][CH2:15][N:10]([C:8]([C:5]3[N:6]=[N:7][C:2]([N:27]4[CH2:26][C:25]([CH3:31])([CH3:24])[O:29][C:28]4=[O:30])=[CH:3][CH:4]=3)=[O:9])[CH2:11][CH2:12]2)=[N:17][CH:18]=[C:19]([CH3:23])[CH:20]=1. Procedure: Using (6-chloropyridazin-3-yl)[4-(3,5-dimethylpyridin-2-yl)piperazin-1-yl]methanone (150 mg) described in Preparation Example 230 and 5,5-dimethyloxazolidin-2-one (63 mg) and by the reaction and treatment in the same manner as in Example 1, the title compound (81 mg) was obtained.